Dataset: the Open Reaction Database (ORD), a public repository of structured organic reaction records. Task: describe an organic reaction: reactants, conditions, products, and yield Starting materials: C[C@H](CCC(=O)[O-])[C@H]1CC[C@@H]2[C@@]1(C(=O)C[C@H]3[C@H]2C(=O)C[C@H]4[C@@]3(CCC(=O)C4)C)C.[Na+] (sodium dehydrocholate), Cl (hydrochloride). Product: C[C@H](CCC(=O)O)[C@H]1CC[C@@H]2[C@@]1(C(=O)C[C@H]3[C@H]2C(=O)C[C@H]4[C@@]3(CCC(=O)C4)C)C (dehydrocholate). As a reaction SMILES: [CH3:1][C@@H:2]([C@@H:8]1[C@@:12]2([CH3:29])[C:13]([CH2:15][C@@H:16]3[C@@:22]4([CH3:28])[CH2:23][CH2:24][C:25]([CH2:27][C@H:21]4[CH2:20][C:18](=[O:19])[C@H:17]3[C@@H:11]2[CH2:10][CH2:9]1)=[O:26])=[O:14])[CH2:3][CH2:4][C:5]([O-:7])=[O:6].[Na+].Cl>>[CH3:1][C@@H:2]([C@@H:8]1[C@@:12]2([CH3:29])[C:13]([CH2:15][C@@H:16]3[C@@:22]4([CH3:28])[CH2:23][CH2:24][C:25]([CH2:27][C@H:21]4[CH2:20][C:18](=[O:19])[C@H:17]3[C@@H:11]2[CH2:10][CH2:9]1)=[O:26])=[O:14])[CH2:3][CH2:4][C:5]([OH:7])=[O:6] |f:0.1|. Procedure details: The reaction of sodium dehydrocholate with guanidyl-lysozyme hydrochloride in a manner analogous to that described in Example 9 gave the corresponding dehydrocholate of guanidyl-lysozyme. Reactants: BrC1=NC=C(N=C1)C(=C)OCC (2-bromo-5-(1-ethoxyvinyl)pyrazine), C1CC(=O)N(C1=O)Br (NBS). The solvent is C1CCOC1 (THF), O (water), CCOC(=O)C (EtOAc), [F-].[K+] (KF). Reaction conditions: temperature 0 celsius, time 1 hour. Yields the product BrCC(=O)C1=NC=C(N=C1)Br (2-bromo-1-(5-bromopyrazin-2-yl)ethanone). Yield: 47.8%. Reaction SMILES: [Br:1][C:2]1[CH:7]=[N:6][C:5]([C:8]([O:10]CC)=[CH2:9])=[CH:4][N:3]=1.C1C(=O)N([Br:20])C(=O)C1>C1COCC1.O.CCOC(C)=O.[F-].[K+]>[Br:20][CH2:10][C:8]([C:5]1[CH:4]=[N:3][C:2]([Br:1])=[CH:7][N:6]=1)=[O:9] |f:5.6|. Procedure: To a solution of 2-bromo-5-(1-ethoxyvinyl)pyrazine (0.65 g, 2.84 mmol) in THF and water was added NBS (0.505 g, 2.84 mmol) at 0° C. The reaction mixture was stirred at 0° C. for 1 hr, then diluted with EtOAc and aq. KF. The two phase mixture was stirred for 20 min at rt before being filtered through diatomaceous earth (Celite®). The filtrate was washed with sat. NaHCO3, sat. NaCl, dried over anhydrous Na2SO4, concentrated. The crude product was purified by silica gel chromatography (0-100% EtOAc... Reactants: CC(=O)OCc1cccc(N)c1Br, CC(C)(C)ON=O, c1ccccc1. Product: CC(=O)OCc1cccc(-c2ccccc2)c1Br. As a reaction SMILES: [C:1]([CH3:2])(=[O:3])[O:4][CH2:5][c:6]1[c:7]([Br:13])[c:8]([NH2:12])[cH:9][cH:10][cH:11]1.[N:14]([O:15][C:16]([CH3:17])([CH3:18])[CH3:19])=[O:20].[cH:21]1[cH:22][cH:23][cH:24][cH:25][cH:26]1>>[C:1]([CH3:2])(=[O:3])[O:4][CH2:5][c:6]1[c:7]([Br:13])[c:8](-[c:21]2[cH:22][cH:23][cH:24][cH:25][cH:26]2)[cH:9][cH:10][cH:11]1. Reactants: BrC1=CC=2C3=C(C=NC2C=C1)N(C(N3C=3C(=NN(C3)C)C)=O)C (8-bromo-1-(1,3-dimethyl-1H-pyrazol-4-yl)-3-methyl-1,3-dihydro-imidazo[4,5-c]quinolin-2-one), BrC1=CC=2C3=C(C=NC2C=C1)N(C(N3C=3C(=NN(C3)C)C)=O)C (8-bromo-1-(1,3-dimethyl-1H-pyrazol-4-yl)-3-methyl-1,3-dihydro-imidazo[4,5-c]quinolin-2-one), COCCOC=1C=NC=C(C1)B1OC(C(O1)(C)C)(C)C (3-(2-methoxy-ethoxy)-5-(4,4,5,5-tetramethyl-[1,3,2]dioxaborolan-2-yl)-pyridine). The product is CN1N=C(C(=C1)N1C(N(C=2C=NC=3C=CC(=CC3C21)C=2C=NC=C(C2)OCCOC)C)=O)C (1-(1,3-Dimethyl-1H-pyrazol-4-yl)-8-[5-(2-methoxy-ethoxy)-pyridin-3-yl]-3-methyl-1,3-dihydro-imidazo[4,5-c]quinolin-2-one). RXN SMILES: Br[C:2]1[CH:11]=[CH:10][C:9]2[N:8]=[CH:7][C:6]3[N:12]([CH3:23])[C:13](=[O:22])[N:14]([C:15]4[C:16]([CH3:21])=[N:17][N:18]([CH3:20])[CH:19]=4)[C:5]=3[C:4]=2[CH:3]=1.[CH3:24][O:25][CH2:26][CH2:27][O:28][C:29]1[CH:30]=[N:31][CH:32]=[C:33](B2OC(C)(C)C(C)(C)O2)[CH:34]=1>>[CH3:20][N:18]1[CH:19]=[C:15]([N:14]2[C:5]3[C:4]4[CH:3]=[C:2]([C:33]5[CH:32]=[N:31][CH:30]=[C:29]([O:28][CH2:27][CH2:26][O:25][CH3:24])[CH:34]=5)[CH:11]=[CH:10][C:9]=4[N:8]=[CH:7][C:6]=3[N:12]([CH3:23])[C:13]2=[O:22])[C:16]([CH3:21])=[N:17]1. Procedure: The title compound was synthesized in a similar manner as described for Example 1.1 using 8-bromo-1-(1,3-dimethyl-1H-pyrazol-4-yl)-3-methyl-1,3-dihydro-imidazo[4,5-c]quinolin-2-one (Intermediate A) and 3-(2-methoxy-ethoxy)-5-(4,4,5,5-tetramethyl-[1,3,2]dioxaborolan-2-yl)-pyridine (Stage 59.1.1) to give the title compound as a white solid. (HPLC: tR 2.17 min (Method A); M+H=445 MS-ES; 1H-NMR (d6-DMSO, 400 MHz) 8.99 (s, 1H), 8.35-8.27 (m, 2H), 8.18-8.08 (m, 2H), 8.04-7.97 (m, 1H), 7.61-7.56 (m, 1H... Starting materials: four, BrBr (bromine), ice water, NC1=NC=C(C=C1)C(F)(F)F (2-amino-5-trifluoromethylpyridine), C(C)(=O)O (acetic acid). Solvent: O (water). Yields the product NC1=NC=C(C=C1Br)C(F)(F)F (2-Amino-3-bromo-5-trifluoromethylpyridine). Isolated yield 78.5%. RXN SMILES: [NH2:1][C:2]1[CH:7]=[CH:6][C:5]([C:8]([F:11])([F:10])[F:9])=[CH:4][N:3]=1.C(O)(=O)C.[Br:16]Br>O>[NH2:1][C:2]1[C:7]([Br:16])=[CH:6][C:5]([C:8]([F:9])([F:11])[F:10])=[CH:4][N:3]=1. Procedure: In a 100 ml four necked flask equipped with the same equipments as those used in Example 3 were placed 3 g of 2-amino-5-trifluoromethylpyridine and 30 ml of acetic acid to provide a homogeneous solution. 4.4 g of bromine was dropwise added thereto while cooling the flask with ice water at 10° to 20° C., and after completion of the dropwise addition, the mixture was reacted for 1 hour. The reaction product was poured into 200 ml of water, washed with an aqueous solution of sodium thiosulfate and ... Reactants: CCOC(=Cc1cccc(OC)c1)CF, CCOCC, Cl. The product is COc1cccc(CC(=O)CF)c1. Reaction SMILES: [CH2:1]([CH3:2])[O:3][C:4]([CH2:5][F:6])=[CH:7][c:8]1[cH:9][c:10]([O:14][CH3:15])[cH:11][cH:12][cH:13]1.[CH3:17][CH2:18][O:19][CH2:20][CH3:21].[ClH:16]>>[O:3]=[C:4]([CH2:5][F:6])[CH2:7][c:8]1[cH:9][c:10]([O:14][CH3:15])[cH:11][cH:12][cH:13]1. Isolated yield 69.8%. Product: CN(C(NC=1C=C(C=NC1)C=1C=C2C(=NN(C2=CC1)C1OCCCC1)C(=O)O)=O)C (5-(5-(3,3-dimethylureido)pyridin-3-yl)-1-(tetrahydro-2H-pyran-2-yl)-1H-indazole-3-carboxylic acid). The solvent is O1CCOCC1 (1,4-dioxane), O (water), O (water), O (water). Procedure details: A solution of sodium hydroxide (0.173 g, 4.33 mmol) in water (5 mL) was added to a solution of silver nitrate (0.367 g, 2.16 mmol) in water (5 mL) to give a brown precipitate. 3-(5-(3-formyl-1-(tetrahydro-2H-pyran-2-yl)-1H-indazol-5-yl)pyridin-3-yl)-1,1-dimethylurea (CXXIII) (0.340 g, 0.86 mmol) was dissolved in 1,4-dioxane (10 mL) and added to the reaction which was stirred overnight at room temperature. The solution was diluted with water and then extracted with diethyl ether. The aqueous laye... The reagents and catalysts are [N+](=O)([O-])[O-].[Ag+] (silver nitrate). Run at time 8 hour. Reactants: C(=O)C1=NN(C2=CC=C(C=C12)C=1C=C(C=NC1)NC(N(C)C)=O)C1OCCCC1 (3-(5-(3-formyl-1-(tetrahydro-2H-pyran-2-yl)-1H-indazol-5-yl)pyridin-3-yl)-1,1-dimethylurea), [OH-].[Na+] (sodium hydroxide). Reaction SMILES: [OH-:1].[Na+].[CH:3]([C:5]1[C:13]2[C:8](=[CH:9][CH:10]=[C:11]([C:14]3[CH:15]=[C:16]([NH:20][C:21](=[O:25])[N:22]([CH3:24])[CH3:23])[CH:17]=[N:18][CH:19]=3)[CH:12]=2)[N:7]([CH:26]2[CH2:31][CH2:30][CH2:29][CH2:28][O:27]2)[N:6]=1)=[O:4]>O.O1CCOCC1.[N+]([O-])([O-])=O.[Ag+]>[CH3:23][N:22]([CH3:24])[C:21](=[O:25])[NH:20][C:16]1[CH:15]=[C:14]([C:11]2[CH:12]=[C:13]3[C:8](=[CH:9][CH:10]=2)[N:7]([CH:26]2[CH2:31][CH2:30][CH2:29][CH2:28][O:27]2)[N:6]=[C:5]3[C:3]([OH:1])=[O:4])[CH:19]=[N:18][CH:17]=1 |f:0.1,5.6|.